describe an organic reaction: reactants, conditions, products, and yield From a dataset of the Open Reaction Database (ORD), a public repository of structured organic reaction records. Reactants: O=C([O-])[O-], CN(C)C=O, CCOC(C)=O, O=[N+]([O-])c1ccc(F)c(F)c1, [K+], [K+], Oc1cccnc1. The product is O=[N+]([O-])c1ccc(Oc2cccnc2)c(F)c1. Reaction SMILES: [C:8](=[O:9])([O-:10])[O-:11].[CH3:14][N:15]([CH3:16])[CH:17]=[O:18].[CH3:30][CH2:31][O:32][C:33](=[O:34])[CH3:35].[F:19][c:20]1[cH:21][c:22]([N+:27](=[O:28])[O-:29])[cH:23][cH:24][c:25]1[F:26].[K+:12].[K+:13].[OH:1][c:2]1[cH:3][n:4][cH:5][cH:6][cH:7]1>>[O:1]([c:2]1[cH:3][n:4][cH:5][cH:6][cH:7]1)[c:25]1[c:20]([F:19])[cH:21][c:22]([N+:27](=[O:28])[O-:29])[cH:23][cH:24]1. Reactants: ClC1=C(C(=CC(=C1)F)F)NC1=CC=C(C=C1)C (N-(2′-chloro-4′,6′-difluorophenyl)-4-methylaniline), ClCC(=O)Cl (chloroacetyl chloride). Yields the product ClC1=C(C(=CC(=C1)F)F)N(C1=CC=C(C=C1)C)C(CCl)=O (N-(2′-chloro-4′,6′-difluorophenyl)-N-chloroacetyl-4-methylaniline). As a reaction SMILES: [Cl:1][C:2]1[CH:7]=[C:6]([F:8])[CH:5]=[C:4]([F:9])[C:3]=1[NH:10][C:11]1[CH:16]=[CH:15][C:14]([CH3:17])=[CH:13][CH:12]=1.[Cl:18][CH2:19][C:20](Cl)=[O:21]>>[Cl:1][C:2]1[CH:7]=[C:6]([F:8])[CH:5]=[C:4]([F:9])[C:3]=1[N:10]([C:20](=[O:21])[CH2:19][Cl:18])[C:11]1[CH:16]=[CH:15][C:14]([CH3:17])=[CH:13][CH:12]=1. Procedure details: A mixture of 230 g (0.9 mol) N-(2′-chloro-4′,6′-difluorophenyl)-4-methylaniline and 325 ml (4.06 mol) of chloroacetyl chloride is heated under a nitrogen atmosphere for one hour at 50°. The solvent is evaporated under reduced pressure to give an oil to which 200 ml of chlorobenzene is added. The solvent is evaporated under reduced pressure to completely remove the chloroacetyl chloride, giving N-(2′-chloro-4′,6′-difluorophenyl)-N-chloroacetyl-4-methylaniline as an oil. Reactants: COC([C@@H]([C@@H](C=1SC=CN1)OCC1=CC=C(C=C1)C)NS(=O)(=O)C1=CC=C(C=C1)C1=CC=C(C=C1)SC)=O ((2R,3S)-3-(4-Methyl-benzyloxy)-2-(4′-methylsulfanyl-biphenyl-4-sulfonylamino)-3-thiazol-2-yl-propionic acid methyl ester), C(=O)([O-])[O-].[Na+].[Na+] (Na2CO3), CCO (EtOH), COC([C@@H]([C@@H](C=1SC=CN1)OCC1=CC=C(C=C1)C)NS(=O)(=O)C1=CC=C(C=C1)Br)=O ((2R,3S)-2-(4-bromo-benzenesulfonylamino)-3-(4-methyl-benzyloxy)-3-thiazol-2-yl-propionic acid methyl ester), 4-thiomethoxyphenylboronic acid. The reagents and catalysts are C=1C=CC(=CC1)[P](C=2C=CC=CC2)(C=3C=CC=CC3)[Pd]([P](C=4C=CC=CC4)(C=5C=CC=CC5)C=6C=CC=CC6)([P](C=7C=CC=CC7)(C=8C=CC=CC8)C=9C=CC=CC9)[P](C=1C=CC=CC1)(C=1C=CC=CC1)C=1C=CC=CC1 (Pd(PPh3)4). Run in O (water), O (water), C1=CC=CC=C1 (benzene). Yields the product CC1=CC=C(CO[C@@H]([C@H](C(=O)O)NS(=O)(=O)C2=CC=C(C=C2)C2=CC=C(C=C2)SC)C=2SC=CN2)C=C1 ((2R,3S)-3-(4-Methyl-benzyloxy)-2-(4′-methylsulfanyl-biphenyl-4-sulfonylamino)-3-thiazol-2-yl-propionic Acid). Reaction SMILES: C[O:2][C:3](=[O:38])[C@H:4]([NH:20][S:21]([C:24]1[CH:29]=[CH:28][C:27]([C:30]2[CH:35]=[CH:34][C:33]([S:36][CH3:37])=[CH:32][CH:31]=2)=[CH:26][CH:25]=1)(=[O:23])=[O:22])[C@H:5]([O:11][CH2:12][C:13]1[CH:18]=[CH:17][C:16]([CH3:19])=[CH:15][CH:14]=1)[C:6]1[S:7][CH:8]=[CH:9][N:10]=1.COC(=O)[C@H](NS(C1C=CC(Br)=CC=1)(=O)=O)[C@H](OCC1C=CC(C)=CC=1)C1SC=CN=1.CCO.C([O-])([O-])=O.[Na+].[Na+]>C1C=CC=CC=1.C1C=CC([P]([Pd]([P](C2C=CC=CC=2)(C2C=CC=CC=2)C2C=CC=CC=2)([P](C2C=CC=CC=2)(C2C=CC=CC=2)C2C=CC=CC=2)[P](C2C=CC=CC=2)(C2C=CC=CC=2)C2C=CC=CC=2)(C2C=CC=CC=2)C2C=CC=CC=2)=CC=1.O>[CH3:19][C:16]1[CH:15]=[CH:14][C:13]([CH2:12][O:11][C@H:5]([C:6]2[S:7][CH:8]=[CH:9][N:10]=2)[C@@H:4]([NH:20][S:21]([C:24]2[CH:25]=[CH:26][C:27]([C:30]3[CH:35]=[CH:34][C:33]([S:36][CH3:37])=[CH:32][CH:31]=3)=[CH:28][CH:29]=2)(=[O:22])=[O:23])[C:3]([OH:38])=[O:2])=[CH:18][CH:17]=1 |f:3.4.5,^1:88,90,109,128|. Procedure: (2R,3S)-3-(4-Methyl-benzyloxy)-2-(4′-methylsulfanyl-biphenyl-4-sulfonylamino)-3-thiazol-2-yl-propionic acid methyl ester. The (2R,3S)-2-(4-bromo-benzenesulfonylamino)-3-(4-methyl-benzyloxy)-3-thiazol-2-yl-propionic acid methyl ester 1e (660 mg, 1.26 mmol) and 4-thiomethoxyphenylboronic acid (320 mg, 1.88 mmol) are taken up in 10 mL of benzene, 1.5 mL of EtOH and 1.5 mL of water in the presence of Pd(PPh3)4 (44 mg, 0.03 mmol) and 267 mg of Na2CO3 and brought to reflux for 4 hours. The mixture is ... The reactants are resultant mixture, C1(CCCCC1)N=C=NC1CCCCC1 (dicyclohexylcarbodiimide), Cl\C(=C/[C@H]1C([C@H]1C(=O)O)(C)C)\C(F)(F)F ((1RS, cis)-3-(Z-2-chloro,3,3,3-trifluoroprop-1-en-1-yl)-2,2-dimethylcyclopropanecarboxylic acid), C(C1=CC=CC=C1)C=1C=C(CO)C=CC1F (3-benzyl-4-fluorobenzyl alcohol). Reagents/catalysts: CN(C1=CC=NC=C1)C (4-dimethylaminopyridine). The solvent is ClCCl (dichloromethane), ClCCl (dichloromethane). Yields the product Cl\C(=C/[C@H]1C([C@H]1C(=O)OCC1=CC(=C(C=C1)F)CC1=CC=CC=C1)(C)C)\C(F)(F)F (3-benzyl-4-fluorobenzyl (1RS, cis)-3-(Z-2-chloro-3,3,3-trifluoroprop-1-en-1-yl)-2,2-dimethylcyclopropanecarboxylate). The yield is 36.5%. RXN SMILES: C1(N=C=NC2CCCCC2)CCCCC1.[Cl:16]/[C:17](/[C:27]([F:30])([F:29])[F:28])=[CH:18]\[C@@H:19]1[C@H:21]([C:22]([OH:24])=[O:23])[C:20]1([CH3:26])[CH3:25].[CH2:31]([C:38]1[CH:39]=[C:40]([CH:43]=[CH:44][C:45]=1[F:46])[CH2:41]O)[C:32]1[CH:37]=[CH:36][CH:35]=[CH:34][CH:33]=1>ClCCl.CN(C)C1C=CN=CC=1>[Cl:16]/[C:17](/[C:27]([F:28])([F:29])[F:30])=[CH:18]\[C@@H:19]1[C@H:21]([C:22]([O:24][CH2:41][C:40]2[CH:43]=[CH:44][C:45]([F:46])=[C:38]([CH2:31][C:32]3[CH:37]=[CH:36][CH:35]=[CH:34][CH:33]=3)[CH:39]=2)=[O:23])[C:20]1([CH3:26])[CH3:25]. Procedure details: A solution of dicyclohexylcarbodiimide (0.4 g) in dichloromethane (10 cm3) was added to a stirred mixture of (1RS, cis)-3-(Z-2-chloro,3,3,3-trifluoroprop-1-en-1-yl)-2,2-dimethylcyclopropanecarboxylic acid (0.54 g), 3-benzyl-4-fluorobenzyl alcohol (0.43 g), 4-dimethylaminopyridine (0.02 g) and dry dichloromethane (5 cm3), and the resultant mixture stirred at the ambient temperature (ca. 20° C.) for 18 hours. The reaction mixture was then heated to the reflux temperature for 3 hours, and subsequen...